Dataset: the Open Reaction Database (ORD), a public repository of structured organic reaction records. Task: describe an organic reaction: reactants, conditions, products, and yield The reactants are CC1(C)OB(c2cn[nH]c2)OC1(C)C, COc1ccc2c(Cl)nc(Nc3cc[nH]n3)cc2c1. The product is COc1ccc2c(-c3cn[nH]c3)nc(Nc3cc[nH]n3)cc2c1. RXN SMILES: [CH3:20][C:21]1([CH3:22])[C:23]([CH3:24])([CH3:25])[O:26][B:27]([c:28]2[cH:29][n:30][nH:31][cH:32]2)[O:33]1.[Cl:1][c:2]1[n:3][c:4]([NH:14][c:15]2[n:16][nH:17][cH:18][cH:19]2)[cH:5][c:6]2[cH:7][c:8]([O:12][CH3:13])[cH:9][cH:10][c:11]12>>[c:2]1(-[c:28]2[cH:29][n:30][nH:31][cH:32]2)[n:3][c:4]([NH:14][c:15]2[n:16][nH:17][cH:18][cH:19]2)[cH:5][c:6]2[cH:7][c:8]([O:12][CH3:13])[cH:9][cH:10][c:11]12. The reactants are O=C([O-])[O-], CS(C)=O, [Cs+], [Cs+], [Cu]I, Ic1cccnc1, CC(C)(C)OC(=O)N1CCC(Oc2cc[nH]c(=O)c2)CC1, O, Oc1cccc2cccnc12. Product: CC(C)(C)OC(=O)N1CCC(Oc2ccn(-c3cccnc3)c(=O)c2)CC1. RXN SMILES: [C:40](=[O:41])([O-:42])[O-:43].[CH3:46][S:47]([CH3:48])=[O:49].[Cs+:44].[Cs+:45].[Cu:51][I:52].[I:1][c:2]1[cH:3][n:4][cH:5][cH:6][cH:7]1.[O:8]=[c:9]1[nH:10][cH:11][cH:12][c:13]([O:15][CH:16]2[CH2:17][CH2:18][N:19]([C:22](=[O:23])[O:24][C:25]([CH3:26])([CH3:27])[CH3:28])[CH2:20][CH2:21]2)[cH:14]1.[OH2:50].[OH:29][c:30]1[c:31]2[c:32]([cH:33][cH:34][cH:35][n:36]2)[cH:37][cH:38][cH:39]1>>[c:2]1(-[n:10]2[c:9](=[O:8])[cH:14][c:13]([O:15][CH:16]3[CH2:17][CH2:18][N:19]([C:22](=[O:23])[O:24][C:25]([CH3:26])([CH3:27])[CH3:28])[CH2:20][CH2:21]3)[cH:12][cH:11]2)[cH:3][n:4][cH:5][cH:6][cH:7]1. Starting materials: COCC(C)Nc1nccc(-c2ccc(OC)cc2Cl)c1[N+](=O)[O-], [Na+], [Na+], O=S([O-])S(=O)[O-]. Product: COCC(C)Nc1nccc(-c2ccc(OC)cc2Cl)c1N. Reaction SMILES: [Cl:1][c:2]1[c:3](-[c:10]2[c:11]([N+:22]([O-:23])=[O:24])[c:12]([NH:16][CH:17]([CH2:18][O:19][CH3:20])[CH3:21])[n:13][cH:14][cH:15]2)[cH:4][cH:5][c:6]([O:8][CH3:9])[cH:7]1.[Na+:31].[Na+:32].[S:25]([S:26]([O-:27])=[O:28])([O-:29])=[O:30]>>[Cl:1][c:2]1[c:3](-[c:10]2[c:11]([NH2:22])[c:12]([NH:16][CH:17]([CH2:18][O:19][CH3:20])[CH3:21])[n:13][cH:14][cH:15]2)[cH:4][cH:5][c:6]([O:8][CH3:9])[cH:7]1. The reactants are CCOC(C)=O, CCOc1cccc(C)c1, CC(=O)[O-], CCCCCC, [Na+], CN(C)C=O, O=P(Cl)(Cl)Cl. Product: CCOc1ccc(C=O)c(C)c1. RXN SMILES: [C:32]([O:33][CH2:34][CH3:35])(=[O:36])[CH3:37].[CH2:1]([CH3:2])[O:3][c:4]1[cH:5][c:6]([CH3:10])[cH:7][cH:8][cH:9]1.[CH3:22][C:23](=[O:24])[O-:25].[CH3:26][CH2:27][CH2:28][CH2:29][CH2:30][CH3:31].[Na+:21].[O:16]=[CH:17][N:18]([CH3:19])[CH3:20].[P:11]([Cl:12])([Cl:13])([Cl:14])=[O:15]>>[CH2:1]([CH3:2])[O:3][c:4]1[cH:5][c:6]([CH3:10])[c:7]([CH:17]=[O:16])[cH:8][cH:9]1. Reactants: CCOC(C)=O, Cl, CC(C)(C)OC(=O)N1CCC(CCn2cnc3c(N)nc4ccccc4c32)CC1, [Na+], [OH-], O. Reaction SMILES: [CH3:30][CH2:31][O:32][C:33](=[O:34])[CH3:35].[ClH:36].[NH2:1][c:2]1[n:3][c:4]2[cH:5][cH:6][cH:7][cH:8][c:9]2[c:10]2[c:11]1[n:12][cH:13][n:14]2[CH2:15][CH2:16][CH:17]1[CH2:18][CH2:19][N:20]([C:23]([O:24][C:25]([CH3:26])([CH3:27])[CH3:28])=[O:29])[CH2:21][CH2:22]1.[Na+:38].[OH-:37].[OH2:39]>>[ClH:36].[NH2:1][c:2]1[n:3][c:4]2[cH:5][cH:6][cH:7][cH:8][c:9]2[c:10]2[c:11]1[n:12][cH:13][n:14]2[CH2:15][CH2:16][CH:17]1[CH2:18][CH2:19][NH:20][CH2:21][CH2:22]1. The product is Cl, Nc1nc2ccccc2c2c1ncn2CCC1CCNCC1. Reactants: CCOC(=O)c1cc(C(=O)OCC)n(CC(=O)Nc2ccc(Cl)cn2)n1, C1CCOC1, Cl, [Na+], [OH-], O. Yields the product CCOC(=O)c1cc(C(=O)O)n(CC(=O)Nc2ccc(Cl)cn2)n1. Reaction SMILES: [CH2:1]([CH3:2])[O:3][C:4](=[O:5])[c:6]1[n:7][n:8]([CH2:16][C:17]([NH:18][c:19]2[n:20][cH:21][c:22]([Cl:25])[cH:23][cH:24]2)=[O:26])[c:9]([C:11](=[O:12])[O:13][CH2:14][CH3:15])[cH:10]1.[CH2:28]1[O:29][CH2:30][CH2:31][CH2:32]1.[ClH:27].[Na+:35].[OH-:34].[OH2:33]>>[CH2:1]([CH3:2])[O:3][C:4](=[O:5])[c:6]1[n:7][n:8]([CH2:16][C:17]([NH:18][c:19]2[n:20][cH:21][c:22]([Cl:25])[cH:23][cH:24]2)=[O:26])[c:9]([C:11](=[O:12])[OH:13])[cH:10]1. Starting materials: O1CCOCC1 (Dioxane), ClC1=NC=CC2=CC(=CC=C12)S(=O)(=O)N(C=1SC=CN1)CC1=CC=C(C=C1)OC (1-chloro-N-(4-methoxybenzyl)-N-(thiazol-2-yl)isoquinoline-6-sulfonamide), FC1=NC=C(C=C1B(O)O)C (2-fluoro-5-picoline-3-boronic acid), C([O-])([O-])=O.[K+].[K+] (potassium carbonate). The reagents and catalysts are C=1C=CC(=CC1)[P](C=2C=CC=CC2)(C=3C=CC=CC3)[Pd]([P](C=4C=CC=CC4)(C=5C=CC=CC5)C=6C=CC=CC6)([P](C=7C=CC=CC7)(C=8C=CC=CC8)C=9C=CC=CC9)[P](C=1C=CC=CC1)(C=1C=CC=CC1)C=1C=CC=CC1 (Pd(Ph3P)4). Solvent: O (Water). Product: FC1=NC=C(C=C1C1=NC=CC2=CC(=CC=C12)S(=O)(=O)NC=1SC=CN1)C (1-(2-FLUORO-5-METHYLPYRIDIN-3-YL)-N-(THIAZOL-2-YL)ISOQUINOLINE-6-SULFONAMIDE). Reaction SMILES: Cl[C:2]1[C:11]2[C:6](=[CH:7][C:8]([S:12]([N:15](CC3C=CC(OC)=CC=3)[C:16]3[S:17][CH:18]=[CH:19][N:20]=3)(=[O:14])=[O:13])=[CH:9][CH:10]=2)[CH:5]=[CH:4][N:3]=1.[F:30][C:31]1[C:36](B(O)O)=[CH:35][C:34]([CH3:40])=[CH:33][N:32]=1.C(=O)([O-])[O-].[K+].[K+].O1CCOCC1>C1C=CC([P]([Pd]([P](C2C=CC=CC=2)(C2C=CC=CC=2)C2C=CC=CC=2)([P](C2C=CC=CC=2)(C2C=CC=CC=2)C2C=CC=CC=2)[P](C2C=CC=CC=2)(C2C=CC=CC=2)C2C=CC=CC=2)(C2C=CC=CC=2)C2C=CC=CC=2)=CC=1.O>[F:30][C:31]1[C:36]([C:2]2[C:11]3[C:6](=[CH:7][C:8]([S:12]([NH:15][C:16]4[S:17][CH:18]=[CH:19][N:20]=4)(=[O:13])=[O:14])=[CH:9][CH:10]=3)[CH:5]=[CH:4][N:3]=2)=[CH:35][C:34]([CH3:40])=[CH:33][N:32]=1 |f:2.3.4,^1:56,58,77,96|. Procedure: To a microwave vial charged with 1-chloro-N-(4-methoxybenzyl)-N-(thiazol-2-yl)isoquinoline-6-sulfonamide (Intermediate JJJ; 500 mg, 1.121 mmol), 2-fluoro-5-picoline-3-boronic acid (136 μl, 1.121 mmol), potassium carbonate (775 mg, 5.61 mmol) and Pd(Ph3P)4 (130 mg, 0.112 mmol) was added Dioxane (5606 μl) and Water (1869 μl) and irradiated at 100° C. for 30 mins affording ˜75% conversion to desired product as the primary species. Additional boronic acid (80 mg) and Pd(PPh3)4 (65 mg) was added and ...